From a dataset of the Open Reaction Database (ORD), a public repository of structured organic reaction records. describe an organic reaction: reactants, conditions, products, and yield Starting materials: CN1CCNCC1=O, COCCO, COCC#Cc1cc(Cl)c(Nc2ncnc3cc(OCCCCl)c(OC)cc23)c2c1OCO2. Product: COCC#Cc1cc(Cl)c(Nc2ncnc3cc(OCCCN4CCN(C)C(=O)C4)c(OC)cc23)c2c1OCO2. Reaction SMILES: [CH3:34][N:35]1[C:36](=[O:41])[CH2:37][NH:38][CH2:39][CH2:40]1.[CH3:42][O:43][CH2:44][CH2:45][OH:46].[Cl:1][c:2]1[c:3]([NH:16][c:17]2[n:18][cH:19][n:20][c:21]3[cH:22][c:23]([O:29][CH2:30][CH2:31][CH2:32][Cl:33])[c:24]([O:27][CH3:28])[cH:25][c:26]23)[c:4]2[c:5]([c:9]([C:11]#[C:12][CH2:13][O:14][CH3:15])[cH:10]1)[O:6][CH2:7][O:8]2>>[Cl:1][c:2]1[c:3]([NH:16][c:17]2[n:18][cH:19][n:20][c:21]3[cH:22][c:23]([O:29][CH2:30][CH2:31][CH2:32][N:38]4[CH2:37][C:36](=[O:41])[N:35]([CH3:34])[CH2:40][CH2:39]4)[c:24]([O:27][CH3:28])[cH:25][c:26]23)[c:4]2[c:5]([c:9]([C:11]#[C:12][CH2:13][O:14][CH3:15])[cH:10]1)[O:6][CH2:7][O:8]2. The reactants are C(C)OC(=O)C1(CC2=CC=CC=C2C1)NC(=O)C1=CC=CC=2C=C(OC21)C (2-[(2-methylbenzofuran-7-carbonyl)-amino]-indan-2-carboxylic acid ethyl ester), [Li+].[OH-] (LiOH), O1CCOCC1 (1,4-dioxane), CO (MeOH). Solvent: CC(C)O.C(Cl)Cl (i-PrOH DCM), O (water). Reaction conditions: time 18 hour. The product is CC=1OC2=C(C1)C=CC=C2C(=O)NC2(CC1=CC=CC=C1C2)C(=O)O (2-[(2-Methylbenzofuran-7-carbonyl)-amino]-indan-2-carboxylic acid). Isolated yield 100.3%. RXN SMILES: C([O:3][C:4]([C:6]1([NH:15][C:16]([C:18]2[C:26]3[O:25][C:24]([CH3:27])=[CH:23][C:22]=3[CH:21]=[CH:20][CH:19]=2)=[O:17])[CH2:14][C:13]2[C:8](=[CH:9][CH:10]=[CH:11][CH:12]=2)[CH2:7]1)=[O:5])C.O1CCOCC1.CO.[Li+].[OH-]>CC(O)C.C(Cl)Cl.O>[CH3:27][C:24]1[O:25][C:26]2[C:18]([C:16]([NH:15][C:6]3([C:4]([OH:5])=[O:3])[CH2:14][C:13]4[C:8](=[CH:9][CH:10]=[CH:11][CH:12]=4)[CH2:7]3)=[O:17])=[CH:19][CH:20]=[CH:21][C:22]=2[CH:23]=1 |f:3.4,5.6|. Procedure: A 50 mL flask containing the 2-[(2-methylbenzofuran-7-carbonyl)-amino]-indan-2-carboxylic acid ethyl ester (0.40 g, 1.10 mmol) is charged with 1,4-dioxane (4 mL) and MeOH (4 mL). A stirring bar is added and stirring is initiated. After dissolution, water (2 mL) is added followed by the LiOH (115 mg, 2.75 mmol). After 18 h, tlc analysis (silica, 5% i-PrOH/DCM) indicates that the starting material is completely consumed. The pH of the reaction mixture is carefully adjusted to pH 2 by slowly adding... Starting materials: mixture, CC1=C(C=CC=2SC=CC21)CO (4-methylbenzo[b]thiophene-5-methanol), CC=1C(=CC2=C(SC=C2)C1)CO (6-methylbenzo[b]thiophene-5-methanol). Reagents/catalysts: [O-2].[O-2].[Mn+4] (manganese dioxide). The solvent is C(Cl)(Cl)Cl (chloroform). Product: CC1=C(C=CC=2SC=CC21)C=O (4-methylbenzo[b]thiophene-5-carbaldehyde), CC=1C(=CC2=C(SC=C2)C1)C=O (6-methyl-benzo[b]thiophene-5-carbaldehyde). Reaction SMILES: [CH3:1][C:2]1[C:10]2[CH:9]=[CH:8][S:7][C:6]=2[CH:5]=[CH:4][C:3]=1[CH2:11][OH:12].[CH3:13][C:14]1[C:15]([CH2:23][OH:24])=[CH:16][C:17]2[CH:21]=[CH:20][S:19][C:18]=2[CH:22]=1>C(Cl)(Cl)Cl.[O-2].[O-2].[Mn+4]>[CH3:1][C:2]1[C:10]2[CH:9]=[CH:8][S:7][C:6]=2[CH:5]=[CH:4][C:3]=1[CH:11]=[O:12].[CH3:13][C:14]1[C:15]([CH:23]=[O:24])=[CH:16][C:17]2[CH:21]=[CH:20][S:19][C:18]=2[CH:22]=1 |f:3.4.5|. Procedure details: In 17 ml of chloroform is dissolved 1.7 g of a mixture of 4-methylbenzo[b]thiophene-5-methanol and 6-methylbenzo[b]thiophene-5-methanol, and 4.1 g of manganese dioxide is added thereto at room temperature. Thereafter, the resulting mixture is refluxed for one hour. After the reaction, insolubles are removed from the resulting reaction mixture by filtration and the filtrate obtained is concentrated under reduced pressure. The residue obtained is purified by a moderate pressure column chromatograp...